From a dataset of the Open Reaction Database (ORD), a public repository of structured organic reaction records. describe an organic reaction: reactants, conditions, products, and yield Reactants: Intermediate 2, C(C)(C)(C)C1=CC=C(C=C1)S(=O)(=O)CC#N (2-(4-tert-butylbenzenesulfonyl) acetonitrile), ClC1=CC=C(C=C1)S(=O)(=O)CC#N (2-(4-chlorobenzenesulfonyl) acetonitrile). The product is C(C)(C)(C)C1=CC=C(C=C1)S(=O)(=O)C(C#N)=C(S(=O)(=O)C)S(=O)(=O)C (2-(4-t-Butyl-benzenesulfonyl)-3,3-bis-methylsulfonyl-acrylonitrile). Reaction SMILES: [C:1]([C:5]1[CH:10]=[CH:9][C:8]([S:11]([CH2:14][C:15]#[N:16])(=[O:13])=[O:12])=[CH:7][CH:6]=1)([CH3:4])([CH3:3])[CH3:2].ClC1C=C[C:21]([S:24]([CH2:27]C#N)(=[O:26])=[O:25])=CC=1>>[C:1]([C:5]1[CH:10]=[CH:9][C:8]([S:11]([C:14](=[C:27]([S:11]([CH3:8])(=[O:13])=[O:12])[S:24]([CH3:21])(=[O:26])=[O:25])[C:15]#[N:16])(=[O:13])=[O:12])=[CH:7][CH:6]=1)([CH3:4])([CH3:2])[CH3:3]. Procedure details: The titled compound was prepared in an analogous fashion to Intermediate 2 except that 2-(4-tert-butylbenzenesulfonyl) acetonitrile is utilized in place of 2-(4-chlorobenzenesulfonyl) acetonitrile. Reactants: FC(C(CC(C)(C)C1=CC=CC=C1)(O)C=NC1=C2C=CC(=NC2=CC=C1)C)(F)F (1,1,1-trifluoro-4-phenyl-2-[(2-methylquinolin-5-yl)iminomethyl]-4-methylpentan-2-ol), C(=O)(O)[O-].[Na+] (NaHCO3). Reagents/catalysts: [Ti](Cl)(Cl)(Cl)Cl.C(Cl)Cl (titanium tetrachloride CH2Cl2). The solvent is C(Cl)Cl (CH2Cl2). Conditions: time 1 hour. Product: CC1=NC2=CC=CC(=C2C=C1)NC1C(CC(C2=CC=CC=C12)(C)C)(O)C(F)(F)F (1-[(2-Methylquinolin-5-yl)amino]-4,4-dimethyl-2-(trifluoromethyl)-1,2,3,4-tetrahydronaphthalen-2-ol). The yield is 84.7%. RXN SMILES: [F:1][C:2]([F:29])([F:28])[C:3]([CH:15]=[N:16][C:17]1[CH:26]=[CH:25][CH:24]=[C:23]2[C:18]=1[CH:19]=[CH:20][C:21]([CH3:27])=[N:22]2)([OH:14])[CH2:4][C:5]([C:8]1[CH:13]=[CH:12][CH:11]=[CH:10][CH:9]=1)([CH3:7])[CH3:6].C([O-])(O)=O.[Na+]>C(Cl)Cl.[Ti](Cl)(Cl)(Cl)Cl.C(Cl)Cl>[CH3:27][C:21]1[CH:20]=[CH:19][C:18]2[C:23](=[CH:24][CH:25]=[CH:26][C:17]=2[NH:16][CH:15]2[C:9]3[C:8](=[CH:13][CH:12]=[CH:11][CH:10]=3)[C:5]([CH3:6])([CH3:7])[CH2:4][C:3]2([C:2]([F:1])([F:28])[F:29])[OH:14])[N:22]=1 |f:1.2,4.5|. Reported procedure: 5.1 ml of a 1 M titanium tetrachloride-CH2Cl2 solution is added in drops to a solution of 111 mg of 1,1,1-trifluoro-4-phenyl-2-[(2-methylquinolin-5-yl)iminomethyl]-4-methylpentan-2-ol in 84 ml of CH2Cl2 at −78° C. After 1 hour at −78° C., the batch is mixed with saturated NaHCO3 and heated to room temperature. The phases are separated, the aqueous phase is extracted with CH2Cl2, the combined organic phases are dried (Na2SO4) and concentrated by evaporation in a vacuum. Column chromatography on s... Starting materials: C(C)(CC)[BH-](C(C)CC)C(C)CC.[Li+].C1CCOC1 (lithium tri(sec-butyl)borohydride THF), FC(C1=C(C#N)C=CC(=C1)N1C(C(C(C1C)=O)(C)C)=O)(F)F (2-(trifluoromethyl)-4-(3,3,5-trimethyl-2,4-dioxopyrrolidin-1-yl)benzonitrile), O (Water). Run in C1CCOC1 (THF). Conditions: temperature -78 celsius, time 30 minute. The product is O[C@@H]1C(C(N([C@@H]1C)C1=CC(=C(C#N)C=C1)C(F)(F)F)=O)(C)C (rac-4-[(4R,5R)-4-hydroxy-3,3,5-trimethyl-2-oxopyrrolidin-1-yl]-2-(trifluoromethyl)benzonitrile). Isolated yield 64.0%. RXN SMILES: [F:1][C:2]([F:22])([F:21])[C:3]1[CH:10]=[C:9]([N:11]2[CH:15]([CH3:16])[C:14](=[O:17])[C:13]([CH3:19])([CH3:18])[C:12]2=[O:20])[CH:8]=[CH:7][C:4]=1[C:5]#[N:6].C([BH-](C(CC)C)C(CC)C)(CC)C.[Li+].C1COCC1.O>C1COCC1>[OH:17][C@H:14]1[C@@H:15]([CH3:16])[N:11]([C:9]2[CH:8]=[CH:7][C:4]([C:5]#[N:6])=[C:3]([C:2]([F:1])([F:21])[F:22])[CH:10]=2)[C:12](=[O:20])[C:13]1([CH3:18])[CH3:19] |f:1.2.3|. Procedure: A solution of 2-(trifluoromethyl)-4-(3,3,5-trimethyl-2,4-dioxopyrrolidin-1-yl)benzonitrile (50 mg) in THF (5 mL) was cooled to −78° C., lithium tri(sec-butyl)borohydride-THF solution (0.242 mL, 1 mol/L) was added, and the mixture was stirred at −78° C. for 30 min. Water was added to the reaction mixture, and the mixture was extracted with ethyl acetate. The extract was washed with saturated brine, dried over anhydrous magnesium sulfate, and concentrated under reduced pressure. The residue was pu... Starting materials: O=C([O-])O, CN(C)Cc1cc2cc([N+](=O)[O-])cnc2[nH]1, CCOC(C)=O, CO, [Na+]. The product is CN(C)Cc1cc2cc(N)cnc2[nH]1. As a reaction SMILES: [C:17](=[O:18])([OH:19])[O-:20].[CH3:1][N:2]([CH2:3][c:4]1[cH:5][c:6]2[c:7]([n:8][cH:9][c:10]([N+:12]([O-:13])=[O:14])[cH:11]2)[nH:15]1)[CH3:16].[CH3:22][CH2:23][O:24][C:25](=[O:26])[CH3:27].[CH3:28][OH:29].[Na+:21]>>[CH3:1][N:2]([CH2:3][c:4]1[cH:5][c:6]2[c:7]([n:8][cH:9][c:10]([NH2:12])[cH:11]2)[nH:15]1)[CH3:16]. Solvent: C1CCOC1 (THF), CN(C)C=O (DMF), O (water), C1CCOC1 (THF). As a reaction SMILES: [C:1]([C:3]1[C:11]2[C:6](=[N:7][C:8]([CH3:13])=[CH:9][C:10]=2[CH3:12])[N:5]([C@@H:14]2[C:23]3[C:18](=[CH:19][CH:20]=[CH:21][CH:22]=3)[CH2:17][CH2:16][CH2:15]2)[C:4]=1/[CH:24]=[CH:25]/[C:26]([OH:28])=O)#[N:2].C(Cl)(=O)C(Cl)=O.[Cl:35][C:36]1[CH:42]=[CH:41][C:39]([NH2:40])=[CH:38][CH:37]=1.N1C=CC=CC=1>C1COCC1.O.CN(C=O)C>[Cl:35][C:36]1[CH:42]=[CH:41][C:39]([NH:40][C:26](=[O:28])/[CH:25]=[CH:24]/[C:4]2[N:5]([C@@H:14]3[C:23]4[C:18](=[CH:19][CH:20]=[CH:21][CH:22]=4)[CH2:17][CH2:16][CH2:15]3)[C:6]3=[N:7][C:8]([CH3:13])=[CH:9][C:10]([CH3:12])=[C:11]3[C:3]=2[C:1]#[N:2])=[CH:38][CH:37]=1. Reaction conditions: time 1 hour. Procedure: To a solution of (2E)-3-{3-cyano-4,6-dimethyl-1-[(1S)-1,2,3,4-tetrahydronaphthalen-1-yl]-1H-pyrrolo[2,3-b]pyridin-2-yl}prop-2-enoic acid (300 mg, 0.808 mmol) in THF (3 ml) were added DMF (0.03: ml) and oxalylchloride (0.0846 ml, 0.970 mmol), the mixture was stirred at room temperature for 1 hour and the solvent was distilled off under reduced pressure. The residue was added under ice-cooling to a solution of 4-chloroaniline (123 mg, 0.968 mmol), pyridine (0.262 ml, 3.24 mmol) and THF (3 ml), and... Starting materials: C(#N)C1=C(N(C2=NC(=CC(=C21)C)C)[C@H]2CCCC1=CC=CC=C21)/C=C/C(=O)O ((2E)-3-{3-cyano-4,6-dimethyl-1-[(1S)-1,2,3,4-tetrahydronaphthalen-1-yl]-1H-pyrrolo[2,3-b]pyridin-2-yl}prop-2-enoic acid), C(C(=O)Cl)(=O)Cl (oxalylchloride), ClC1=CC=C(N)C=C1 (4-chloroaniline), N1=CC=CC=C1 (pyridine). The product is ClC1=CC=C(C=C1)NC(\C=C\C1=C(C=2C(=NC(=CC2C)C)N1[C@H]1CCCC2=CC=CC=C12)C#N)=O ((2E)-N-(4-chlorophenyl)-3-{3-cyano-4,6-dimethyl-1-[(1S)-1,2,3,4-tetrahydronaphthalen-1-yl]-1H-pyrrolo[2,3-b]pyridin-2-yl}prop-2-enamide). Reactants: FC(C=1C=C(C=C(C1)C(F)(F)F)C(=O)N([C@H]1[C@@H](CN(CC1)C(CNC1CCN(CC1)C(=O)OC(C)(C)C)=O)C1=CC(=C(C=C1)Cl)Cl)C)(F)F (tert-butyl 4-({2-[(3R,4R)-4-[{[3,5-bis(trifluoromethyl)phenyl]carbonyl}(methyl)amino]-3-(3,4-dichlorophenyl)piperidin-1-yl]-2-oxoethyl}amino)piperidine-1-carboxylate). The solvent is Cl.CC(C)O (hydrogen chloride 2-propanol). The product is Cl.Cl.ClC=1C=C(C=CC1Cl)[C@@H]1CN(CC[C@H]1N(C(C1=CC(=CC(=C1)C(F)(F)F)C(F)(F)F)=O)C)C(CNC1CCNCC1)=O (N-[(3R,4R)-3-(3,4-dichlorophenyl)-1-(N-piperidin-4-ylglycyl)piperidin-4-yl]-N-methyl-3,5-bis(trifluoromethyl)benzamide dihydrochloride). The yield is 189.6%. As a reaction SMILES: [F:1][C:2]([F:49])([F:48])[C:3]1[CH:4]=[C:5]([C:13]([N:15]([CH3:47])[C@@H:16]2[CH2:21][CH2:20][N:19]([C:22](=[O:38])[CH2:23][NH:24][CH:25]3[CH2:30][CH2:29][N:28](C(OC(C)(C)C)=O)[CH2:27][CH2:26]3)[CH2:18][C@H:17]2[C:39]2[CH:44]=[CH:43][C:42]([Cl:45])=[C:41]([Cl:46])[CH:40]=2)=[O:14])[CH:6]=[C:7]([C:9]([F:12])([F:11])[F:10])[CH:8]=1>Cl.CC(O)C>[ClH:45].[ClH:45].[Cl:46][C:41]1[CH:40]=[C:39]([C@H:17]2[C@H:16]([N:15]([CH3:47])[C:13](=[O:14])[C:5]3[CH:6]=[C:7]([C:9]([F:12])([F:11])[F:10])[CH:8]=[C:3]([C:2]([F:49])([F:48])[F:1])[CH:4]=3)[CH2:21][CH2:20][N:19]([C:22](=[O:38])[CH2:23][NH:24][CH:25]3[CH2:26][CH2:27][NH:28][CH2:29][CH2:30]3)[CH2:18]2)[CH:44]=[CH:43][C:42]=1[Cl:45] |f:1.2,3.4.5|. Procedure: A solution of the compound (0.23 g) obtained in step 1 in 2N hydrogen chloride/2-propanol (5 mL) was stirred at 50° C. for 2 hr. The reaction mixture was concentrated under reduced pressure to give N-[(3R,4R)-3-(3,4-dichlorophenyl)-1-(N-piperidin-4-ylglycyl)piperidin-4-yl]-N-methyl-3,5-bis(trifluoromethyl)benzamide dihydrochloride (0.14 g, 63%) as a white powder.